Dataset: the Open Reaction Database (ORD), a public repository of structured organic reaction records. Task: describe an organic reaction: reactants, conditions, products, and yield The reactants are S(O)(O)(=O)=O (sulfuric acid), S(=O)(=O)(O)O.O(C1=CC=CC=C1)C=1C=CC=2C[C@@H]3[C@@H]4CCCC[C@@]4(C2C1)CCN3CCC=3SC=CC3 ((-)-3-phenoxy-N-[2-(2-thienyl)ethyl]morphinan sulfate), CO (MeOH). The solvent is CCOCC (ether). Yields the product O(C1=CC=CC=C1)C=1C=CC=2C[C@@H]3[C@@H]4CCCC[C@@]4(C2C1)CCN3CCC=3SC=CC3 ((-)-3-Phenoxy-N-[2-(2-thienyl)ethyl]morphinan). Reaction SMILES: S(=O)(=O)(O)O.S(O)(O)(=O)=O.[O:11]([C:18]1[CH:19]=[CH:20][C:21]2[CH2:22][C@H:23]3[N:34]([CH2:35][CH2:36][C:37]4[S:38][CH:39]=[CH:40][CH:41]=4)[CH2:33][CH2:32][C@@:29]4([C:30]=2[CH:31]=1)[C@H:24]3[CH2:25][CH2:26][CH2:27][CH2:28]4)[C:12]1[CH:17]=[CH:16][CH:15]=[CH:14][CH:13]=1.CO>CCOCC>[O:11]([C:18]1[CH:19]=[CH:20][C:21]2[CH2:22][C@H:23]3[N:34]([CH2:35][CH2:36][C:37]4[S:38][CH:39]=[CH:40][CH:41]=4)[CH2:33][CH2:32][C@@:29]4([C:30]=2[CH:31]=1)[C@H:24]3[CH2:25][CH2:26][CH2:27][CH2:28]4)[C:12]1[CH:13]=[CH:14][CH:15]=[CH:16][CH:17]=1 |f:1.2|. Procedure: The above base, 3.0 g. (0.007 mol) in ether was treated with sulfuric acid. The crude sulfate was recrystallized from methanol-ether to give 1.8 g. (49%) of pure (-)-3-phenoxy-N-[2-(2-thienyl)ethyl]morphinan sulfate, m.p. 135°-138°, [α]D25 =-67.28° (c 1.00, MeOH). The reactants are COC1=CC=C(C=C1)CN ((4-methoxyphenyl)methanamine), BrC=1C=C(C(=NC1)Cl)C=1N(C=CN1)C1=C(C(=CC=C1)Cl)Cl (5-bromo-2-chloro-3-(1-(2,3-dichlorophenyl)-1H-imidazol-2-yl)pyridine). The solvent is C(C)(=O)OCC (ethyl acetate), O1CCOCC1 (dioxane). Reaction conditions: temperature 100 celsius. Yields the product COC1=CC=C(CNC2=NC=C(C=C2C=2N(C=CN2)C2=C(C(=CC=C2)Cl)Cl)Br)C=C1 (N-(4-methoxybenzyl)-5-bromo-3-(1-(2,3-dichlorophenyl)-1H-imidazol-2-yl)pyridin-2-amine). Reaction SMILES: [CH3:1][O:2][C:3]1[CH:8]=[CH:7][C:6]([CH2:9][NH2:10])=[CH:5][CH:4]=1.[Br:11][C:12]1[CH:13]=[C:14]([C:19]2[N:20]([C:24]3[CH:29]=[CH:28][CH:27]=[C:26]([Cl:30])[C:25]=3[Cl:31])[CH:21]=[CH:22][N:23]=2)[C:15](Cl)=[N:16][CH:17]=1>O1CCOCC1.C(OCC)(=O)C>[CH3:1][O:2][C:3]1[CH:8]=[CH:7][C:6]([CH2:9][NH:10][C:15]2[C:14]([C:19]3[N:20]([C:24]4[CH:29]=[CH:28][CH:27]=[C:26]([Cl:30])[C:25]=4[Cl:31])[CH:21]=[CH:22][N:23]=3)=[CH:13][C:12]([Br:11])=[CH:17][N:16]=2)=[CH:5][CH:4]=1. Procedure: To a solution of excess (4-methoxyphenyl)methanamine (0.2 mL) in dioxane (2 mL) was added 5-bromo-2-chloro-3-(1-(2,3-dichlorophenyl)-1H-imidazol-2-yl)pyridine (0.089 g, 0.222 mmol). The mixture was heated at 100° C. for 16 hours in a sealed reaction vessel. The mixture was then cooled, diluted with ethyl acetate, washed with saturated aqueous sodium bicarbonate, and the combined organics dried over sodium sulfate. After filtration and concentration, the residue was purified by flash chromatograp... The reactants are CN(C=O)C (N,N-dimethylformamide), BrC1C(C2=C(OC1(C)C)C=CS2)O (6-bromo-7-hydroxy-5,6-dihydro-5,5-dimethyl-7H-thieno[3,2-b]pyran), ClC1=CC=C(C(=O)N)C=C1 (4-chlorobenzamide). Product: ClC1=CC=C(C(=O)NC2C3=C(OC(C2O)(C)C)C=CS3)C=C1 (7-(4-Chlorobenzamido)-5,6-dihydro-6-hydroxy-5,5-dimethyl-7H-thieno[3,2-b]pyran), 1.41. Yield: 23.0%. As a reaction SMILES: Br[CH:2]1[C:7]([CH3:9])([CH3:8])[O:6][C:5]2[CH:10]=[CH:11][S:12][C:4]=2[CH:3]1O.[Cl:14][C:15]1[CH:23]=[CH:22][C:18]([C:19]([NH2:21])=[O:20])=[CH:17][CH:16]=1.CN(C)C=[O:27]>>[Cl:14][C:15]1[CH:23]=[CH:22][C:18]([C:19]([NH:21][CH:3]2[CH:2]([OH:27])[C:7]([CH3:9])([CH3:8])[O:6][C:5]3[CH:10]=[CH:11][S:12][C:4]2=3)=[O:20])=[CH:17][CH:16]=1. Procedure details: The title compound was prepared as described in Example 3 starting with 6-bromo-7-hydroxy-5,6-dihydro-5,5-dimethyl-7H-thieno[3,2-b]pyran (4.75 g, 18.1 mmol) and 4-chlorobenzamide (7.0 g, 45 mmol) in N,N-dimethylformamide (125 mL) to give 1.41 (23%) as a yellow solid: mp 196°-197° C.; IR (KBr): 3483, 3317, 1632 and 1525 cm-1 ; MS: m/z 338 (MH+); 1H NMR (DMSO-d6): δ 1.20 (s, 3H), 1.39 (s, 3H), 3.79 (m, 1H, simplifies to d, J=8.8 Hz, with D2O), 4.98 (m, 1H, simplifies to d, J=8.8 Hz with D2O), 5.64... The reactants are [H-].[Na+] (Sodium hydride), C(CO)O (1,2-ethanediol), ClC=1C(=C(C(=C(C1)C(C)N1N=C(C=2C1=NC=NC2N)C)OC)C=2C=NC(=CC2)F)C (1-{1-[5-chloro-3-(6-fluoropyridin-3-yl)-2-methoxy-4-methylphenyl]ethyl}-3-methyl-1H-pyrazolo[3,4-d]pyrimidin-4-amine). Conditions: time 10 minute. Product: NC1=C2C(=NC=N1)N(N=C2C)C(C)C=2C(=C(C(=C(C2)Cl)C)C=2C=CC(=NC2)OCCO)OC (2-(5-(3-(1-(4-Amino-3-methyl-1H-pyrazolo[3,4-d]pyrimidin-1-yl)ethyl)-5-chloro-2-methoxy-6-methylphenyl)pyridin-2-yloxy)ethanol). Yield: 16.7%. As a reaction SMILES: [H-].[Na+].[CH2:3]([OH:6])[CH2:4][OH:5].[Cl:7][C:8]1[C:9]([CH3:36])=[C:10]([C:29]2[CH:30]=[N:31][C:32](F)=[CH:33][CH:34]=2)[C:11]([O:27][CH3:28])=[C:12]([CH:14]([N:16]2[C:20]3=[N:21][CH:22]=[N:23][C:24]([NH2:25])=[C:19]3[C:18]([CH3:26])=[N:17]2)[CH3:15])[CH:13]=1>>[NH2:25][C:24]1[N:23]=[CH:22][N:21]=[C:20]2[N:16]([CH:14]([C:12]3[C:11]([O:27][CH3:28])=[C:10]([C:29]4[CH:34]=[CH:33][C:32]([O:5][CH2:4][CH2:3][OH:6])=[N:31][CH:30]=4)[C:9]([CH3:36])=[C:8]([Cl:7])[CH:13]=3)[CH3:15])[N:17]=[C:18]([CH3:26])[C:19]=12 |f:0.1|. Procedure: Sodium hydride (20 mg, 0.5 mmol) was added to 1,2-ethanediol (0.5 mL, 9 mmol) and the mixture was stirred at room temperature for 10 min. At this time 1-{1-[5-chloro-3-(6-fluoropyridin-3-yl)-2-methoxy-4-methylphenyl]ethyl}-3-methyl-1H-pyrazolo[3,4-d]pyrimidin-4-amine (10 mg, 0.023 mmol) was added and then the reaction was stirred at 110° C. overnight. The crude was purified using RP-HPLC (XBridge C18 column, eluting with a gradient of acetonitrile/water containing 0.1% ammonium hydroxide, at flo... The reactants are C(C)(C)(C)C1=CC=C(CNCC(C(F)(F)F)O)C=C1 ([rac]-(4-tert-butyl-benzyl)-(3,3,3-trifluoro-2-hydroxy-propyl)-amine), N1C=CC2=CC=CC(=C12)C(=O)O (1H-indole-7-carboxylic acid), CN(C)C(=[N+](C)C)ON1C2=C(C=CC=C2)N=N1.[B-](F)(F)(F)F (TBTU), C(C)(C)N(C(C)C)CC (N,N-diisopropylethyl amine). Solvent: CN(C)C=O (DMF), O (water). Reaction conditions: time 5 minute. The product is C(C)(C)(C)C1=CC=C(CN(C(=O)C=2C=CC=C3C=CNC23)CC(C(F)(F)F)O)C=C1 ([rac]-1H-Indole-7-carboxylic acid (4-tert-butyl-benzyl)-(3,3,3-trifluoro-2-hydroxy-propyl)-amide). Yield: 21.4%. Reaction SMILES: [NH:1]1[C:9]2[C:4](=[CH:5][CH:6]=[CH:7][C:8]=2[C:10]([OH:12])=O)[CH:3]=[CH:2]1.CN(C(ON1N=NC2C=CC=CC1=2)=[N+](C)C)C.[B-](F)(F)(F)F.C(N(CC)C(C)C)(C)C.[C:44]([C:48]1[CH:62]=[CH:61][C:51]([CH2:52][NH:53][CH2:54][CH:55]([OH:60])[C:56]([F:59])([F:58])[F:57])=[CH:50][CH:49]=1)([CH3:47])([CH3:46])[CH3:45]>CN(C=O)C.O>[C:44]([C:48]1[CH:62]=[CH:61][C:51]([CH2:52][N:53]([CH2:54][CH:55]([OH:60])[C:56]([F:59])([F:57])[F:58])[C:10]([C:8]2[CH:7]=[CH:6][CH:5]=[C:4]3[C:9]=2[NH:1][CH:2]=[CH:3]3)=[O:12])=[CH:50][CH:49]=1)([CH3:47])([CH3:45])[CH3:46] |f:1.2|. Procedure: To a solution of 30 mg (0.19 mmol) of 1H-indole-7-carboxylic acid and 60 mg of TBTU (0.19 mmol) in 6 ml DMF, were added 0.16 ml (0.93 mmol) of N,N-diisopropylethyl amine. After stirring for 5 min at rt, 85 mg (0.19 mmol) of [rac]-(4-tert-butyl-benzyl)-(3,3,3-trifluoro-2-hydroxy-propyl)-amine were added. After stirring for 4 h at rt, the reaction mixture was diluted with 60 ml water and extracted with EtOAc (2×). The combined organic phases were washed with water and brine, dried with magnesium s...